Dataset: the Open Reaction Database (ORD), a public repository of structured organic reaction records. Task: describe an organic reaction: reactants, conditions, products, and yield Starting materials: NC=1C=C(C(=O)O)C=CC1 (3-amino-benzoic acid), C(=O)(O)CSC(SCC(=O)O)=S (bis(carboxymethyl)trithiocarbonate), [OH-].[Na+] (sodium hydroxide). Yields the product O=C1N(C(SC1)=S)C=1C=C(C(=O)O)C=CC1 (3-(4-oxo-2-thioxo-thiazolidin-3-yl)-benzoic acid). Yield: 82.1%. RXN SMILES: [NH2:1][C:2]1[CH:3]=[C:4]([CH:8]=[CH:9][CH:10]=1)[C:5]([OH:7])=[O:6].[C:11]([CH2:14][S:15][C:16](=S)[S:17]CC(O)=O)(O)=[O:12].[OH-].[Na+]>>[O:12]=[C:11]1[CH2:14][S:15][C:16](=[S:17])[N:1]1[C:2]1[CH:3]=[C:4]([CH:8]=[CH:9][CH:10]=1)[C:5]([OH:7])=[O:6] |f:2.3|. Reported procedure: 3-amino-benzoic acid (6.00 g, 43.77 mmol), bis(carboxymethyl)trithiocarbonate (10.2 g, 45.09 mmol) in 1.029 N aqueous sodium hydroxide (44.5 g, 44.06 mmol) was heated at 100° C. for 16 h. The reaction mixture was cooled to room temperature. The precipitated solid was filtered, washed successively with 3N aqueous HCl (3×20 mL), water (3×20 mL), ethanol (2×20 mL) and dried in vacuum oven at 60° C. for 2 h to obtain 3-(4-oxo-2-thioxo-thiazolidin-3-yl)-benzoic acid (9.10 g, 82%) as a white solid. 1H...